From a dataset of the Open Reaction Database (ORD), a public repository of structured organic reaction records. describe an organic reaction: reactants, conditions, products, and yield The reactants are BrC=1C=CC(=NC1)N1CCC2(CC(C2)O)CC1 (7-(5-bromopyridin-2-yl)-7-azaspiro[3.5]nonan-2-ol), PdCl2dppf, FC1=CC=C(C=C1)B(O)O (4-fluorophenylboronic acid), C([O-])([O-])=O.[Cs+].[Cs+] (caesium carbonate), O1CCCC1 (tetrahydrofuran). Solvent: C(Cl)Cl (CH2Cl2), 9/1, O (water). The product is FC1=CC=C(C=C1)C=1C=CC(=NC1)N1CCC2(CC(C2)O)CC1 (7-[5-(4-Fluorophenyl)pyridin-2-yl]-7-azaspiro[3.5]nonan-2-ol). Yield: 70.3%. RXN SMILES: Br[C:2]1[CH:3]=[CH:4][C:5]([N:8]2[CH2:17][CH2:16][C:11]3([CH2:14][CH:13]([OH:15])[CH2:12]3)[CH2:10][CH2:9]2)=[N:6][CH:7]=1.[F:18][C:19]1[CH:24]=[CH:23][C:22](B(O)O)=[CH:21][CH:20]=1.C(=O)([O-])[O-].[Cs+].[Cs+].O1CCCC1>C(Cl)Cl.O>[F:18][C:19]1[CH:24]=[CH:23][C:22]([C:2]2[CH:3]=[CH:4][C:5]([N:8]3[CH2:17][CH2:16][C:11]4([CH2:14][CH:13]([OH:15])[CH2:12]4)[CH2:10][CH2:9]3)=[N:6][CH:7]=2)=[CH:21][CH:20]=1 |f:2.3.4|. Procedure: The process is performed according to the procedure described in Example 2 (step 2.7.). Starting with 0.138 g (0.46 mmol) of 7-(5-bromopyridin-2-yl)-7-azaspiro[3.5]nonan-2-ol, obtained in step 10.1., 0.078 g (0.56 mmol) of 4-fluorophenylboronic acid, 0.454 g (1.39 mmol) of caesium carbonate suspended in 3 mL of a 9/1 mixture of tetrahydrofuran and water. 0.038 g (0.05 mmol) of PdCl2dppf.CH2Cl2 is then added. 0.101 g of pure product is thus obtained in the form of a grey powder. The product is FC(C(=O)O)(F)F.N[C@H](C(=O)N)CC1=CC=C(C=C1)C1=CC(N(S1)C(C)(C)C)=O ((S)-2-Amino-3-[4-(2-tert-butyl-3-oxo-2,3-dihydro-isothiazol-5-yl)-phenyl]-propionamide trifluoroacetate). Run in C(Cl)Cl (CH2Cl2). Reactants: C(C)(C)(C)OC(N[C@@H](CC1=CC=C(C=C1)C1=CC(N(S1)C(C)(C)C)=O)C(N)=O)=O ({(S)-2-[4-(2-tert-Butyl-3-oxo-2,3-dihydro-isothiazol-5-yl)-phenyl]-1-carbamoyl-ethyl}-carbamic acid tert-butyl ester), C(=O)(C(F)(F)F)O (TFA), C1(=CC=CC=C1)C (toluene). RXN SMILES: C(OC(=O)[NH:7][C@H:8]([C:26](=[O:28])[NH2:27])[CH2:9][C:10]1[CH:15]=[CH:14][C:13]([C:16]2[S:20][N:19]([C:21]([CH3:24])([CH3:23])[CH3:22])[C:18](=[O:25])[CH:17]=2)=[CH:12][CH:11]=1)(C)(C)C.C1(C)C=CC=CC=1.[C:37]([OH:43])([C:39]([F:42])([F:41])[F:40])=[O:38]>C(Cl)Cl>[F:40][C:39]([F:42])([F:41])[C:37]([OH:43])=[O:38].[NH2:7][C@@H:8]([CH2:9][C:10]1[CH:11]=[CH:12][C:13]([C:16]2[S:20][N:19]([C:21]([CH3:23])([CH3:22])[CH3:24])[C:18](=[O:25])[CH:17]=2)=[CH:14][CH:15]=1)[C:26]([NH2:27])=[O:28] |f:4.5|. Procedure: A solution of 1-G (0.76 g, 1.8 mmol) in 30% TFA in CH2Cl2 (15 mL) was stirred at 25° C. for 2 h. The reaction mixture was concentrated in vacuo to give a solid. The salt was co-evaporated with toluene (2×20 mL) to yield 1-H as a tan solid (quantitative) which was used in the next step without further purification. Starting materials: ClC=1C(=C(C=C2C(C(=CN(C12)C1CC1)C(=O)O)=O)F)F (8-chloro-1-cyclopropyl-6,7-difluoro-1,4-dihydro-4-oxo-3-quinolinecarboxylic acid), C(C)(C)(C)OC(=O)N[C@@H]1CNC[C@@H]1C (cis-3-t-butoxycarbonylamino-4-methylpyrrolidine), C1CCC2=NCCCN2CC1 (DBU). The solvent is C(C)#N (acetonitrile). Reaction conditions: time 15 minute. The product is N[C@@H]1CN(C[C@@H]1C)C1=C(C=C2C(C(=CN(C2=C1Cl)C1CC1)C(=O)O)=O)F (7-(cis-3-Amino-4-methyl-1-pyrrolidinyl)-8-chloro-1-cyclopropyl-6-fluoro-1,4-dihydro-4-oxo-3-quinolinecarboxylic acid). Yield: 73.2%. Reaction SMILES: [Cl:1][C:2]1[C:3](F)=[C:4]([F:19])[CH:5]=[C:6]2[C:11]=1[N:10]([CH:12]1[CH2:14][CH2:13]1)[CH:9]=[C:8]([C:15]([OH:17])=[O:16])[C:7]2=[O:18].C(OC([NH:28][C@H:29]1[C@@H:33]([CH3:34])[CH2:32][NH:31][CH2:30]1)=O)(C)(C)C.C1CCN2C(=NCCC2)CC1>C(#N)C>[NH2:28][C@H:29]1[C@@H:33]([CH3:34])[CH2:32][N:31]([C:3]2[C:2]([Cl:1])=[C:11]3[C:6]([C:7](=[O:18])[C:8]([C:15]([OH:17])=[O:16])=[CH:9][N:10]3[CH:12]3[CH2:14][CH2:13]3)=[CH:5][C:4]=2[F:19])[CH2:30]1. Procedure: A mixture of 8-chloro-1-cyclopropyl-6,7-difluoro-1,4-dihydro-4-oxo-3-quinolinecarboxylic acid (1.8 g), anhydrous acetonitrile (18 ml), cis-3-t-butoxycarbonylamino-4-methylpyrrolidine (reference example 3; 1.81 g) and DBU (0.90 g) was refluxed for an hour. The resulting mixture was concentrated under reduced pressure, the resulting residue was dissolved in chloroform and washed with 10% aqueous citric acid solution. The chloroform layer was further washed with saturated aqueous sodium chloride so... Starting materials: ClC=1C=NC=C(C1SC1=C(C=C(S1)C(=O)Cl)[N+](=O)[O-])Cl (5-[(3,5-dichloro-4-pyridyl)sulfanyl]-4-nitro-thiophene-2-carbonyl chloride), COC1=CC(=CC=C1)N (m-anisidine). The product is ClC=1C=NC=C(C1SC1=C(C=C(S1)C(=O)NC1=CC(=CC=C1)OC)[N+](=O)[O-])Cl (5-((3,5-dichloropyridin-4-yl)thio)-N-(3-methoxyphenyl)-4-nitrothiophene-2-carboxamide), solid. Isolated yield 15.0%. RXN SMILES: [Cl:1][C:2]1[CH:3]=[N:4][CH:5]=[C:6]([Cl:20])[C:7]=1[S:8][C:9]1[S:13][C:12]([C:14](Cl)=[O:15])=[CH:11][C:10]=1[N+:17]([O-:19])=[O:18].[CH3:21][O:22][C:23]1[CH:28]=[CH:27][CH:26]=[C:25]([NH2:29])[CH:24]=1>>[Cl:1][C:2]1[CH:3]=[N:4][CH:5]=[C:6]([Cl:20])[C:7]=1[S:8][C:9]1[S:13][C:12]([C:14]([NH:29][C:25]2[CH:26]=[CH:27][CH:28]=[C:23]([O:22][CH3:21])[CH:24]=2)=[O:15])=[CH:11][C:10]=1[N+:17]([O-:19])=[O:18]. Procedure: Prepared according to the procedure described for example 50 from 5-[(3,5-dichloro-4-pyridyl)sulfanyl]-4-nitro-thiophene-2-carbonyl chloride (120 mg, 0.33 mmol) and m-anisidine (60 mg, 0.39 mmol). The title compound was obtained as a solid (27 mg, 15% yield). 1H NMR (400 MHz, d6-DMSO) δ: 10.49 (1H, s), 9.01 (2H, s), 8.73 (1H, m), 7.31 (1H, m), 7.26 (2H, m), 6.70 (1H, m), 3.80 (3H, s). MS m/z: 454.09, 456.04 [M+H]+. The reactants are O=C([O-])O, C=CCOC(=O)CCC(COCOCC)NC(=O)c1ccc([N+](=O)[O-])cc1, Cl, [Na+], C=CCO. Product: C=CCOC(=O)CCC(CO)NC(=O)c1ccc([N+](=O)[O-])cc1. Reaction SMILES: [C:28](=[O:29])([OH:30])[O-:31].[CH2:1]([CH:2]=[CH2:3])[O:4][C:5]([CH2:6][CH2:7][CH:8]([CH2:9][O:10][CH2:11][O:12][CH2:13][CH3:14])[NH:15][C:16](=[O:17])[c:18]1[cH:19][cH:20][c:21]([N+:24](=[O:25])[O-:26])[cH:22][cH:23]1)=[O:27].[ClH:37].[Na+:32].[OH:33][CH2:34][CH:35]=[CH2:36]>>[CH2:1]([CH:2]=[CH2:3])[O:4][C:5]([CH2:6][CH2:7][CH:8]([CH2:9][OH:10])[NH:15][C:16](=[O:17])[c:18]1[cH:19][cH:20][c:21]([N+:24](=[O:25])[O-:26])[cH:22][cH:23]1)=[O:27]. As a reaction SMILES: [Br:1][CH2:2][c:3]1[cH:4][n:5][cH:6][cH:7][cH:8]1.[Cl:18][c:19]1[c:20]([OH:28])[cH:21][cH:22][c:23]([N+:25](=[O:26])[O-:27])[cH:24]1.[Cl:9][c:10]1[cH:11][cH:12][c:13]([CH2:14][Br:15])[n:16][cH:17]1>>[CH2:2]([c:3]1[cH:4][n:5][cH:6][cH:7][cH:8]1)[O:28][c:20]1[c:19]([Cl:18])[cH:24][c:23]([N+:25](=[O:26])[O-:27])[cH:22][cH:21]1. The reactants are BrCc1cccnc1, O=[N+]([O-])c1ccc(O)c(Cl)c1, Clc1ccc(CBr)nc1. The product is O=[N+]([O-])c1ccc(OCc2cccnc2)c(Cl)c1. The reactants are CO (methanol), C(C)B(CC)CC (triethyl borane), [BH4-].[Na+] (sodium borohydride), FC1=CC=C(C=C1)C=1N=C(N(C1C1=CC=C(C=C1)F)/C=C/[C@H](CC(CC(=O)OC(C)(C)C)=O)O)C(C)C (1,1-dimethyleth-1-yl (5S,E)-7-[4,5-bis-(4-fluorophenyl)-2-(1-methylethyl)-1H-imidazol-1-yl]-5-hydroxy-3-oxo-6-heptenoate), washings. Run in C1CCOC1 (THF), C1CCOC1 (THF). Yields the product FC1=CC=C(C=C1)C=1N=C(N(C1C1=CC=C(C=C1)F)/C=C/[C@H](C[C@H](CC(=O)OC(C)(C)C)O)O)C(C)C (1,1-Dimethyleth-1-yl (3R,5S,E)-7-[4,5-bis(4-fluorophenyl)-2-(1-methylethyl)-1H-imidazol-1-yl]-3,5-dihydroxy-6-heptenoate). Isolated yield 99.7%. As a reaction SMILES: CO.C(B(CC)CC)C.[F:10][C:11]1[CH:16]=[CH:15][C:14]([C:17]2[N:18]=[C:19]([CH:44]([CH3:46])[CH3:45])[N:20](/[CH:29]=[CH:30]/[C@@H:31]([OH:43])[CH2:32][C:33](=[O:42])[CH2:34][C:35]([O:37][C:38]([CH3:41])([CH3:40])[CH3:39])=[O:36])[C:21]=2[C:22]2[CH:27]=[CH:26][C:25]([F:28])=[CH:24][CH:23]=2)=[CH:13][CH:12]=1.[BH4-].[Na+]>C1COCC1>[F:10][C:11]1[CH:16]=[CH:15][C:14]([C:17]2[N:18]=[C:19]([CH:44]([CH3:46])[CH3:45])[N:20](/[CH:29]=[CH:30]/[C@@H:31]([OH:43])[CH2:32][C@@H:33]([OH:42])[CH2:34][C:35]([O:37][C:38]([CH3:39])([CH3:40])[CH3:41])=[O:36])[C:21]=2[C:22]2[CH:23]=[CH:24][C:25]([F:28])=[CH:26][CH:27]=2)=[CH:13][CH:12]=1 |f:3.4|. Reported procedure: A solution of dry THF (16 ml) and dry methanol (4 ml) under nitrogen at room temperature was treated with a solution of triethyl borane (1.0M in THF, 2.32 ml). After 1 h the mixture was cooled to -78° and treated with a solution of 1,1-dimethyleth-1-yl (5S,E)-7-[4,5-bis-(4-fluorophenyl)-2-(1-methylethyl)-1H-imidazol-1-yl]-5-hydroxy-3-oxo-6-heptenoate (1.075 g) in THF (4:1) (15 ml) plus washings (5 ml). After a further 1 h at -75° the mixture was treated with sodium borohydride (88 mg). After 21/... Reactants: C(CCCCCCCO)O (1,8-octanediol), [N+](=O)([O-])C1=C(C#N)C(=CC=C1)[N+](=O)[O-] (2,6-dinitrobenzonitrile), C1CCC2=NCCCN2CC1 (DBU). The solvent is C1CCOC1 (THF). Run at time 24 hour. Product: OCCCCCCCCOC1=C(C#N)C(=CC=C1)[N+](=O)[O-] (2-(8-hydroxyoctyloxy)-6-nitrobenzonitrile). Yield: 62.3%. RXN SMILES: [CH2:1]([OH:10])[CH2:2][CH2:3][CH2:4][CH2:5][CH2:6][CH2:7][CH2:8][OH:9].[N+:11]([C:14]1[CH:21]=[CH:20][CH:19]=[C:18]([N+]([O-])=O)[C:15]=1[C:16]#[N:17])([O-:13])=[O:12].C1CCN2C(=NCCC2)CC1>C1COCC1>[OH:9][CH2:8][CH2:7][CH2:6][CH2:5][CH2:4][CH2:3][CH2:2][CH2:1][O:10][C:18]1[CH:19]=[CH:20][CH:21]=[C:14]([N+:11]([O-:13])=[O:12])[C:15]=1[C:16]#[N:17]. Procedure details: To a solution of 1,8-octanediol (3.87 mmol, 566 mg) in THF (dry, 10 mL) was added 2,6-dinitrobenzonitrile (1.29 mmol, 250 mg) and DBU (1.30 mmol, 194 μL). The reaction mixture was stirred for 24 hours at room temperature an evaporated. The oily residue was triturated with 10% citric acid/water and solid NaCl added. The precipitate was collected, washed with water, dried in vacuo and purified on silica gel (40% to 100% EtOAc in hexanes) to give the desired product (235 mg, 62.3%) as a pinkish sol... The reactants are C(=O)F (formyl fluoride), C(=O)F (formyl fluoride), OCC=1CS[C@H]2N(C1C(=O)OC(C1=CC=CC=C1)C1=CC=CC=C1)C([C@H]2NC(CC=2SC=CC2)=O)=O (Diphenylmethyl 3-hydroxymethyl-7β-(2'-thienylacetamido)-ceph-3-em-4-carboxylate), N1=CC=CC=C1 (pyridine). The solvent is O1CCCC1 (tetrahydrofuran), O1CCCC1 (tetrahydrofuran), O1CCCC1 (tetrahydrofuran). The product is C(=O)OCC=1CS[C@H]2N(C1C(=O)OC(C1=CC=CC=C1)C1=CC=CC=C1)C([C@H]2NC(CC=2SC=CC2)=O)=O (Diphenylmethyl 3-formyloxymethyl-7β-(2'-thienylacetamido)-ceph-3-em-4-carboxylate). As a reaction SMILES: [OH:1][CH2:2][C:3]1[CH2:4][S:5][C@@H:6]2[C@H:26]([NH:27][C:28](=[O:35])[CH2:29][C:30]3[S:31][CH:32]=[CH:33][CH:34]=3)[C:25](=[O:36])[N:7]2[C:8]=1[C:9]([O:11][CH:12]([C:19]1[CH:24]=[CH:23][CH:22]=[CH:21][CH:20]=1)[C:13]1[CH:18]=[CH:17][CH:16]=[CH:15][CH:14]=1)=[O:10].N1C=CC=CC=1.[CH:43](F)=[O:44]>O1CCCC1>[CH:43]([O:1][CH2:2][C:3]1[CH2:4][S:5][C@@H:6]2[C@H:26]([NH:27][C:28](=[O:35])[CH2:29][C:30]3[S:31][CH:32]=[CH:33][CH:34]=3)[C:25](=[O:36])[N:7]2[C:8]=1[C:9]([O:11][CH:12]([C:19]1[CH:24]=[CH:23][CH:22]=[CH:21][CH:20]=1)[C:13]1[CH:14]=[CH:15][CH:16]=[CH:17][CH:18]=1)=[O:10])=[O:44]. Procedure details: Diphenylmethyl 3-hydroxymethyl-7β-(2'-thienylacetamido)-ceph-3-em-4-carboxylate (3 g., 5.8 mmole.) and pyridine (6.5 ml., 82 mmole.) were dissolved in dry tetrahydrofuran (100 ml.), and cooled to -60°. A solution of formyl fluoride (~80 mmole.) in dry tetrahydrofuran (100 ml.), and cooled to -60°. A solution of formyl fluoride ( 80 mmole.) in dry tetrahydrofuran was added dropwise and the mixture maintained at -40° for 1 hour. On reaching room temperature, the mixture was filtered, concentrated,...